From a dataset of the Open Reaction Database (ORD), a public repository of structured organic reaction records. describe an organic reaction: reactants, conditions, products, and yield The reactants are C1CCOC1, ClCCl, O=C(NOCCO)c1cc(CNOCCO)c(F)c(F)c1Nc1ccc(I)cc1F. Yields the product O=C(NOCCO)c1cc(CN2OCCOC2=O)c(F)c(F)c1Nc1ccc(I)cc1F. Reaction SMILES: [CH2:34]1[CH2:36][CH2:35][CH2:37][O:38]1.[Cl:31][CH2:32][Cl:33].[F:1][c:2]1[c:3]([NH:22][c:23]2[c:24]([F:30])[cH:25][c:26]([I:29])[cH:27][cH:28]2)[c:4]([C:5](=[O:6])[NH:7][O:8][CH2:9][CH2:10][OH:11])[cH:12][c:13]([CH2:16][NH:17][O:18][CH2:19][CH2:20][OH:21])[c:14]1[F:15]>>[F:1][c:2]1[c:3]([NH:22][c:23]2[c:24]([F:30])[cH:25][c:26]([I:29])[cH:27][cH:28]2)[c:4]([C:5](=[O:6])[NH:7][O:8][CH2:9][CH2:10][OH:11])[cH:12][c:13]([CH2:16][N:17]2[O:18][CH2:19][CH2:20][O:21][C:37]2=[O:38])[c:14]1[F:15]. The reactants are O=C(O)c1ccccc1, CN(C)C=O, Cl, [N-]=[N+]=[N-], Cc1ccc(OCC(O)CNC(C)(C)C)c2[nH]c(=O)[nH]c12. Yields the product Cl, Cc1ccc(OCC(CNC(C)(C)C)OC(=O)c2ccccc2)c2[nH]c(=O)[nH]c12. As a reaction SMILES: [C:25]([c:26]1[cH:27][cH:28][cH:29][cH:30][cH:31]1)(=[O:32])[OH:33].[CH3:35][N:36]([CH3:37])[CH:38]=[O:39].[ClH:34].[N-:22]=[N+:23]=[N-:24].[OH:1][CH:2]([CH2:3][O:4][c:5]1[cH:6][cH:7][c:8]([CH3:15])[c:9]2[nH:10][c:11](=[O:14])[nH:12][c:13]12)[CH2:16][NH:17][C:18]([CH3:19])([CH3:20])[CH3:21]>>[ClH:34].[O:1]([CH:2]([CH2:3][O:4][c:5]1[cH:6][cH:7][c:8]([CH3:15])[c:9]2[nH:10][c:11](=[O:14])[nH:12][c:13]12)[CH2:16][NH:17][C:18]([CH3:19])([CH3:20])[CH3:21])[C:25]([c:26]1[cH:27][cH:28][cH:29][cH:30][cH:31]1)=[O:32]. Reactants: C(=O)(OCC)N1CCC(CC1)NC1=C(C=C(C=C1)Cl)[N+](=O)[O-] (1-carbethoxy-4-(2-nitro-4-chloroanilino)-piperidine), [H][H] (hydrogen). Reagents/catalysts: [Ni] (Raney nickel). Run in C(C)O (ethanol), O1CCCC1 (tetrahydrofuran). The product is C(=O)(OCC)N1CCC(CC1)NC1=C(C=C(C=C1)Cl)N (1-Carbethoxy-4-(2-amino-4-chloroanilino)-piperidine). RXN SMILES: [C:1]([N:6]1[CH2:11][CH2:10][CH:9]([NH:12][C:13]2[CH:18]=[CH:17][C:16]([Cl:19])=[CH:15][C:14]=2[N+:20]([O-])=O)[CH2:8][CH2:7]1)([O:3][CH2:4][CH3:5])=[O:2].[H][H]>O1CCCC1.C(O)C.[Ni]>[C:1]([N:6]1[CH2:7][CH2:8][CH:9]([NH:12][C:13]2[CH:18]=[CH:17][C:16]([Cl:19])=[CH:15][C:14]=2[NH2:20])[CH2:10][CH2:11]1)([O:3][CH2:4][CH3:5])=[O:2]. Reported procedure: A solution of 59 g of 1-carbethoxy-4-(2-nitro-4-chloroanilino)-piperidine in 270 ml of tetrahydrofuran and 96 ml of absolute ethanol was hydrogenated under normal pressure and at room temperature, using 15 g of Raney nickel as a catalyst. When the uptake of hydrogen had ended, the mixture was filtered and the filtrate was evaporated. Melting point: 150° C. The reactants are ClC1=CC(=CC=C1)N=C=O (1-chloro-3-isocyanatobenzene), C(#N)C1=CC=C(C=C1)N1C[C@H](CCC1)N[C@H]1[C@@H](CCCC1)NC(CC1=CN(C2=CC=CC=C12)C)=O (N-((1R,2R)-2-((S)-1-(4-Cyanophenyl)piperidin-3-ylamino)cyclohexyl)-2-(1-methyl-1H-indol-3-yl)acetamide), C(#N)C1=CC=C(C=C1)N1C[C@H](CCC1)N[C@H]1[C@@H](CCCC1)NC(CC1=CN(C2=CC=CC=C12)C)=O (N-((1R,2R)-2-((S)-1-(4-Cyanophenyl)piperidin-3-ylamino)cyclohexyl)-2-(1-methyl-1H-indol-3-yl)acetamide). The product is ClC=1C=C(C=CC1)NC(=O)N[C@H]1[C@@H](CCCC1)N[C@@H]1CN(CCC1)C1=CC=C(C=C1)C#N (1-(3-Chlorophenyl)-3-((1R,2R)-2-((S)-1-(4-cyanophenyl)piperidin-3-ylamino)cyclohexyl)urea), white solid. Yield: 22.0%. RXN SMILES: [C:1]([C:3]1[CH:8]=[CH:7][C:6]([N:9]2[CH2:14][CH2:13][CH2:12][C@H:11]([NH:15][C@@H:16]3[CH2:21][CH2:20][CH2:19][CH2:18][C@H:17]3[NH:22][C:23](=[O:35])CC3C4C(=CC=CC=4)N(C)C=3)[CH2:10]2)=[CH:5][CH:4]=1)#[N:2].[Cl:36][C:37]1[CH:42]=[CH:41][CH:40]=[C:39]([N:43]=C=O)[CH:38]=1>>[Cl:36][C:37]1[CH:38]=[C:39]([NH:43][C:23]([NH:22][C@@H:17]2[CH2:18][CH2:19][CH2:20][CH2:21][C@H:16]2[NH:15][C@H:11]2[CH2:12][CH2:13][CH2:14][N:9]([C:6]3[CH:5]=[CH:4][C:3]([C:1]#[N:2])=[CH:8][CH:7]=3)[CH2:10]2)=[O:35])[CH:40]=[CH:41][CH:42]=1. Procedure details: 1-(3-Chlorophenyl)-3-((1R,2R)-2-((S)-1-(4-cyanophenyl)piperidin-3-ylamino)cyclohexyl)urea was synthesized using 4-((S)-3-((1R,2R)-2-aminocyclohexylamino)piperidin-1-yl)benzonitrile (from intermediate D, Example 10) (60 mg, 0.20 mmol) and 1-chloro-3-isocyanatobenzene (30.9 mg, 0.20 mmol) according to General Procedure G to give 20 mg (22%) of a white solid. Anal. Calcd. for C25H30ClN5O m/z 451.2, found: 452.2 (M+H)+; 1H NMR (400 MHz, DMSO-d6) δ ppm 9.00 (s, 1H), 7.66 (s, 1H), 7.43 (d, J=8.9 Hz, 2... Reactants: BrC(C(=O)OCC)C1=CC=CC=C1 (ethyl α-bromophenylacetate), C([O-])([O-])=O.[K+].[K+] (potassium carbonate), CN(C=O)C (N,N-dimethylformamide), CC1=C(N=C(O1)C1=CC=CC=C1)COC1=C(C=C(CN2C3=CC=CC=C3C=3C(=CC=CC23)O)C=C1)OC (9-{4-[(5-methyl-2-phenyloxazole-4-yl)methoxy]-3-methoxybenzyl}-9H-carbazole-4-ol). The solvent is C(C)O (ethanol), O (water). Run at temperature 60 celsius, time 2 hour. Yields the product COC=1C=C(CN2C3=CC=CC=C3C=3C(=CC=CC23)OC(C(=O)OCC)C2=CC=CC=C2)C=CC1OCC=1N=C(OC1C)C1=CC=CC=C1 (ethyl (±)-2-{9-[3-methoxy-4-((5-methyl-2-phenyl-oxazole-4-yl)methoxy)-benzyl]-9H-carbazole-4-yloxy}-2-phenylacetate). The yield is 180.4%. RXN SMILES: Br[CH:2]([C:8]1[CH:13]=[CH:12][CH:11]=[CH:10][CH:9]=1)[C:3]([O:5][CH2:6][CH3:7])=[O:4].C(=O)([O-])[O-].[K+].[K+].CN(C)C=O.[CH3:25][C:26]1[O:30][C:29]([C:31]2[CH:36]=[CH:35][CH:34]=[CH:33][CH:32]=2)=[N:28][C:27]=1[CH2:37][O:38][C:39]1[CH:59]=[CH:58][C:42]([CH2:43][N:44]2[C:56]3[CH:55]=[CH:54][CH:53]=[C:52]([OH:57])[C:51]=3[C:50]3[C:45]2=[CH:46][CH:47]=[CH:48][CH:49]=3)=[CH:41][C:40]=1[O:60][CH3:61]>C(O)C.O>[CH3:61][O:60][C:40]1[CH:41]=[C:42]([CH:58]=[CH:59][C:39]=1[O:38][CH2:37][C:27]1[N:28]=[C:29]([C:31]2[CH:36]=[CH:35][CH:34]=[CH:33][CH:32]=2)[O:30][C:26]=1[CH3:25])[CH2:43][N:44]1[C:56]2[CH:55]=[CH:54][CH:53]=[C:52]([O:57][CH:2]([C:8]3[CH:13]=[CH:12][CH:11]=[CH:10][CH:9]=3)[C:3]([O:5][CH2:6][CH3:7])=[O:4])[C:51]=2[C:50]2[C:45]1=[CH:46][CH:47]=[CH:48][CH:49]=2 |f:1.2.3|. Reported procedure: 5.26 g of ethyl α-bromophenylacetate and 4.23 g of potassium carbonate (powder) were added to N,N-dimethylformamide (50 mL) suspension of 10.0 g of 9-{4-[(5-methyl-2-phenyloxazole-4-yl)methoxy]-3-methoxybenzyl}-9H-carbazole-4-ol, and stirred at 60° C. for 2 hours. After the reaction mixture was allowed to cool, water and ethanol were added, the crystalline precipitate was isolated by filtration, and 24 g of ethyl (±)-2-{9-[3-methoxy-4-((5-methyl-2-phenyl-oxazole-4-yl)methoxy)-benzyl]-9H-carbazol... RXN SMILES: [CH2:12]([CH3:13])[CH:14]([CH2:15][O:16][c:17]1[cH:18][cH:19][c:20]([CH:21]=[O:22])[cH:23][cH:24]1)[CH2:25][CH2:26][CH2:27][CH3:28].[CH3:30][CH2:31][OH:32].[N:1]12[CH2:2][C:3](=[O:9])[CH:4]([CH2:5][CH2:6]1)[CH2:7][CH2:8]2.[Na+:11].[OH-:10].[OH2:29]>>[N:1]12[C:2](=[CH:21][c:20]3[cH:19][cH:18][c:17]([O:16][CH2:15][CH:14]([CH2:12][CH3:13])[CH2:25][CH2:26][CH2:27][CH3:28])[cH:24][cH:23]3)[C:3](=[O:9])[CH:4]([CH2:5][CH2:6]1)[CH2:7][CH2:8]2. The reactants are CCCCC(CC)COc1ccc(C=O)cc1, CCO, O=C1CN2CCC1CC2, [Na+], [OH-], O. Product: CCCCC(CC)COc1ccc(C=C2C(=O)C3CCN2CC3)cc1. Reactants: C(C)(C)(C)OC(=O)NCC1CN(C1)S(=O)(=O)C=1C=2C(=CN=CC2C=CC1)Cl (3-[(tert-butoxycarbonylamino)methyl]-1-(4-chloro-5-isoquinolinesulfonyl)azetidine), BrC1=CN=CC=2C=CC=C(C12)S(=O)(=O)Cl (4-bromo-5-isoquinolinesulfonyl chloride), C(C)(C)(C)OC(=O)NC1CNCC1 (3-(tert-butoxycarbonylamino)pyrrolidine). Product: NCC1CN(C1)S(=O)(=O)C=1C=2C(=CN=CC2C=CC1)Cl (3-(Aminomethyl)-1-(4-chloro-5-isoquinolinesulfonyl)azetidine), Cl (hydrochloride). As a reaction SMILES: BrC1C2C(S([Cl:15])(=O)=O)=CC=CC=2C=NC=1.C(OC(NC1CCNC1)=O)(C)(C)C.C(OC([NH:36][CH2:37][CH:38]1[CH2:41][N:40]([S:42]([C:45]2[C:46]3[C:47]([Cl:55])=[CH:48][N:49]=[CH:50][C:51]=3[CH:52]=[CH:53][CH:54]=2)(=[O:44])=[O:43])[CH2:39]1)=O)(C)(C)C>>[NH2:36][CH2:37][CH:38]1[CH2:39][N:40]([S:42]([C:45]2[C:46]3[C:47]([Cl:55])=[CH:48][N:49]=[CH:50][C:51]=3[CH:52]=[CH:53][CH:54]=2)(=[O:43])=[O:44])[CH2:41]1.[ClH:15]. Reported procedure: 4-Chloro-5-isoquinolinesulfonyl chloride obtained in Reference Example 7 and 3-(tert-butoxycarbonylaminomethyl)azetidine were used in the method of Example 1, Step A instead of 4-bromo-5-isoquinolinesulfonyl chloride and 3-(tert-butoxycarbonylamino)pyrrolidine, respectively, to prepare 3-[(tert-butoxycarbonylamino)methyl]-1-(4-chloro-5-isoquinolinesulfonyl)azetidine, and then the resultant was used in the method of Example 1, Step B to obtain the title compound as hydrochloride.